Dataset: the Open Reaction Database (ORD), a public repository of structured organic reaction records. Task: describe an organic reaction: reactants, conditions, products, and yield Starting materials: CCCNCc1cc(Oc2cccc(NC(=O)OCc3ccccc3)c2)ccc1[N+](=O)[O-], C1CCOC1, c1ccsc1. Product: CCCNCc1cc(Oc2cccc(NC(=O)OCc3ccccc3)c2)ccc1N. Reaction SMILES: [CH2:1]([c:2]1[cH:3][cH:4][cH:5][cH:6][cH:7]1)[O:8][C:9]([NH:10][c:11]1[cH:12][c:13]([O:17][c:18]2[cH:19][c:20]([CH2:27][NH:28][CH2:29][CH2:30][CH3:31])[c:21]([N+:24]([O-:25])=[O:26])[cH:22][cH:23]2)[cH:14][cH:15][cH:16]1)=[O:32].[CH2:38]1[O:39][CH2:40][CH2:41][CH2:42]1.[cH:33]1[cH:34][s:35][cH:36][cH:37]1>>[CH2:1]([c:2]1[cH:3][cH:4][cH:5][cH:6][cH:7]1)[O:8][C:9]([NH:10][c:11]1[cH:12][c:13]([O:17][c:18]2[cH:19][c:20]([CH2:27][NH:28][CH2:29][CH2:30][CH3:31])[c:21]([NH2:24])[cH:22][cH:23]2)[cH:14][cH:15][cH:16]1)=[O:32]. Reactants: Cl.COC1=C(C2=C(CCNCC2)C=C1)C (7-Methoxy-6-methyl-2,3,4,5-tetrahydro-1H-benzo[d]azepine hydrochloride), Br (HBr). Yields the product Br.OC1=C(C2=C(CCNCC2)C=C1)C (7-hydroxy-6-methyl-1,2,4,5-tetrahydro-3H-3-benzazepine hydrobromide). As a reaction SMILES: Cl.C[O:3][C:4]1[CH:14]=[CH:13][C:7]2[CH2:8][CH2:9][NH:10][CH2:11][CH2:12][C:6]=2[C:5]=1[CH3:15].[BrH:16]>>[BrH:16].[OH:3][C:4]1[CH:14]=[CH:13][C:7]2[CH2:8][CH2:9][NH:10][CH2:11][CH2:12][C:6]=2[C:5]=1[CH3:15] |f:0.1,3.4|. Procedure: 7-Methoxy-6-methyl-2,3,4,5-tetrahydro-1H-benzo[d]azepine hydrochloride (8.6 g) was treated with 48% HBr (100 ml) at 110° C. for 4 hours; volatiles were evaporated under reduced pressure obtaining crude 7-hydroxy-6-methyl-1,2,4,5-tetrahydro-3H-3-benzazepine hydrobromide (10.2 g). Starting materials: C(C1=CC=CC=C1)(=O)OC[C@H]([C@@H]1[C@@H]([C@H](C(O)O1)O)N=[N+]=[N-])O (6-O-benzoyl-3-azido-3-deoxy-D-glucofuranose), I(=O)(=O)(=O)[O-].[Na+] (sodium metaperiodate), C(=O)(O)[O-].[Na+] (NaHCO3). Conditions: time 3 hour. The product is C(C1=CC=CC=C1)(=O)OC[C@@H]1[C@H]([C@@H](C(O)O1)N=[N+]=[N-])O (5-O-benzoyl-2-azido-2-deoxy-D-arabinofuranose). Reaction SMILES: [C:1]([O:9][CH2:10][C@@H:11]([OH:22])[C@H:12]1[O:17]C(O)[C@H:14]([OH:18])[C@H:13]1[N:19]=[N+:20]=[N-:21])(=[O:8])[C:2]1[CH:7]=[CH:6][CH:5]=[CH:4][CH:3]=1.I([O-])(=O)(=O)=O.[Na+].C([O-])(O)=O.[Na+]>>[C:1]([O:9][CH2:10][C@H:11]1[O:22][CH:14]([OH:18])[C@@H:13]([N:19]=[N+:20]=[N-:21])[C@@H:12]1[OH:17])(=[O:8])[C:2]1[CH:7]=[CH:6][CH:5]=[CH:4][CH:3]=1 |f:1.2,3.4|. Reported procedure: Benzoylation of 1,2-O-isopropylidene-3-azido-3-deoxy-α-D-glucofuranose with 1.05 molar equivalent of benzoyl chloride gives a greater than 90% yield of 1,2-O-isopropylidene-6-O-benzoyl-3-azido-3-deoxy-α-D-glucofuranose (1). A sample of 1 is purified on silica gel (CHCl3 -ether; 3:1), NMR (CDCl3, TMS internal standard) δ 7.36-8.18 (2m, 5, aromatic), 5.93 (d, 1, J1,2 =3.5 Hz, H-1), 4.67 (d, 1, J1,2 =3.5 Hz, H-2), 4.25-4.80 (m, 5, H-3,4,5,6), 1.50, 1.33 (2s, 6, 2CH3). Crude 1, which contains a smal... The reactants are C1COCCN1, CO, Clc1nc(Cl)c2sccc2n1. Product: Clc1nc(N2CCOCC2)c2sccc2n1. Reaction SMILES: [CH2:12]1[CH2:13][O:14][CH2:15][CH2:16][NH:17]1.[CH3:18][OH:19].[Cl:1][c:2]1[n:3][c:4]([Cl:11])[c:5]2[c:6]([n:7]1)[cH:8][cH:9][s:10]2>>[Cl:1][c:2]1[n:3][c:4]([N:17]2[CH2:12][CH2:13][O:14][CH2:15][CH2:16]2)[c:5]2[c:6]([n:7]1)[cH:8][cH:9][s:10]2. Reactants: CC(C)(C)c1ccc(S(=O)(=O)Cl)cc1, Nc1ccc(Cl)cc1C(=O)O, Nc1ccccc1, [Na+], [Na+], C1COCCO1, O, O=P([O-])([O-])O. Product: CC(C)(C)c1ccc(S(=O)(=O)Nc2ccc(Cl)cc2C(=O)O)cc1. As a reaction SMILES: [C:19]([CH3:20])([CH3:21])([CH3:22])[c:23]1[cH:24][cH:25][c:26]([S:29](=[O:30])(=[O:31])[Cl:32])[cH:27][cH:28]1.[NH2:1][c:2]1[c:3]([C:4](=[O:5])[OH:6])[cH:7][c:8]([Cl:11])[cH:9][cH:10]1.[NH2:33][c:34]1[cH:35][cH:36][cH:37][cH:38][cH:39]1.[Na+:17].[Na+:18].[O:41]1[CH2:42][CH2:43][O:44][CH2:45][CH2:46]1.[OH2:40].[P:12]([O-:13])([O-:14])([OH:15])=[O:16]>>[NH:1]([c:2]1[c:3]([C:4](=[O:5])[OH:6])[cH:7][c:8]([Cl:11])[cH:9][cH:10]1)[S:29]([c:26]1[cH:25][cH:24][c:23]([C:19]([CH3:20])([CH3:21])[CH3:22])[cH:28][cH:27]1)(=[O:30])=[O:31]. Starting materials: C1(=CC=CC2=CC=CC=C12)C(=O)Cl (naphthalene-1-carboxylic acid chloride), C(C=C)(=O)OCC (ethyl acrylate), C(CCC)N(CCCC)CCCC (tri-n-butylamine). Reagents/catalysts: C(C)(=O)[O-].[Pd+2].C(C)(=O)[O-] (palladium acetate). Run in CC=1C=CC(=CC1)C (p-xylene). The product is C(C)OC(=O)C(=C)C1=CC=CC2=CC=CC=C12 (1-(Ethoxycarbonyl)-vinylnaphthalene). Reaction SMILES: [C:1]1(C(Cl)=O)[C:10]2[C:5](=[CH:6][CH:7]=[CH:8][CH:9]=2)[CH:4]=[CH:3][CH:2]=1.[C:14]([O:18][CH2:19][CH3:20])(=[O:17])[CH:15]=[CH2:16].C(N(CCCC)CCCC)CCC>CC1C=CC(C)=CC=1.C([O-])(=O)C.[Pd+2].C([O-])(=O)C>[CH2:19]([O:18][C:14]([C:15]([C:9]1[C:10]2[C:5](=[CH:4][CH:3]=[CH:2][CH:1]=2)[CH:6]=[CH:7][CH:8]=1)=[CH2:16])=[O:17])[CH3:20] |f:4.5.6|. Reported procedure: 0.2244 g (10-3 mols) of palladium acetate, 15.05 g (0.1 mol) of naphthalene-1-carboxylic acid chloride, 13.54 ml (0.125 mol) of ethyl acrylate and 23.95 ml (0.1 mol) of tri-n-butylamine, in 200 ml of p-xylene, are stirred for 1 hour at 120° C. The crude product is distilled in vacuo. 15.6 g (69% of theory) of a colourless liquid (which distils at 143°-147° C./106 Pa) are obtained. Analysis for C15H14O2 : calculated C 79.62%, H 6.24%, O 14.14%; found C 79.24%, H 6.39%, O 14.27%. Starting materials: Cl.S1CCN(CC1)CC(=O)O (2-thiomorpholinoacetic acid hydrochloride), N[C@H](C(=O)NC1=CC=C(C=C1)OC1=CC=C(C=C1)F)COCC1=CC=CC=C1 ((S)-2-amino-3-(benzyloxy)-N-(4-(4-fluorophenoxy)phenyl)propanamide). Yields the product Compound 266, C(C1=CC=CC=C1)OC[C@@H](C(=O)NC1=CC=C(C=C1)OC1=CC=C(C=C1)F)NC(CN1CCSCC1)=O ((S)-3-(benzyloxy)-N-(4-(4-fluorophenoxy)phenyl)-2-(2-thiomorpholinoacetamido)propanamide). Yield: 33.9%. As a reaction SMILES: Cl.[S:2]1[CH2:7][CH2:6][N:5]([CH2:8][C:9]([OH:11])=O)[CH2:4][CH2:3]1.[NH2:12][C@@H:13]([CH2:31][O:32][CH2:33][C:34]1[CH:39]=[CH:38][CH:37]=[CH:36][CH:35]=1)[C:14]([NH:16][C:17]1[CH:22]=[CH:21][C:20]([O:23][C:24]2[CH:29]=[CH:28][C:27]([F:30])=[CH:26][CH:25]=2)=[CH:19][CH:18]=1)=[O:15]>>[CH2:33]([O:32][CH2:31][C@H:13]([NH:12][C:9](=[O:11])[CH2:8][N:5]1[CH2:4][CH2:3][S:2][CH2:7][CH2:6]1)[C:14]([NH:16][C:17]1[CH:22]=[CH:21][C:20]([O:23][C:24]2[CH:29]=[CH:28][C:27]([F:30])=[CH:26][CH:25]=2)=[CH:19][CH:18]=1)=[O:15])[C:34]1[CH:39]=[CH:38][CH:37]=[CH:36][CH:35]=1 |f:0.1|. Procedure details: Proceeding as in Example 1, but substituting 2-thiomorpholinoacetic acid hydrochloride and (S)-2-amino-3-(benzyloxy)-N-(4-(4-fluorophenoxy)phenyl)propanamide, gave Compound 266, (S)-3-(benzyloxy)-N-(4-(4-fluorophenoxy)phenyl)-2-(2-thiomorpholinoacetamido)propanamide (14.2 g, 33.9%); Major isomer: 1H-NMR (400 MHz, DMSO-D6): σ 10.21 (s, 1H), 7.96 (d, 1H), 7.60 (d, 2H), 7.28-7.34 (m, 5H), 7.19-7.23 (m, 2H), 6.98-7.04 (m, 4H), 4.68-4.69 (m, 1H), 4.52 (s, 2H), 3.70-3.77 (m, 2H), 3.01 (s, 2H), 2.67-2.... Product: N#Cc1ccc(N(c2ccccc2)c2ccccc2)cc1. The reactants are N#Cc1ccc(Br)cc1, CC(C)(C)P(C(C)(C)C)C(C)(C)C, Cc1ccccc1, c1ccc(Nc2ccccc2)cc1. Reaction SMILES: [Br:1][c:2]1[cH:3][cH:4][c:5]([C:6]#[N:7])[cH:8][cH:9]1.[C:23]([P:24]([C:25]([CH3:26])([CH3:27])[CH3:28])[C:29]([CH3:30])([CH3:31])[CH3:32])([CH3:33])([CH3:34])[CH3:35].[CH3:36][c:37]1[cH:38][cH:39][cH:40][cH:41][cH:42]1.[NH:10]([c:11]1[cH:12][cH:13][cH:14][cH:15][cH:16]1)[c:17]1[cH:18][cH:19][cH:20][cH:21][cH:22]1>>[c:2]1([N:10]([c:11]2[cH:12][cH:13][cH:14][cH:15][cH:16]2)[c:17]2[cH:18][cH:19][cH:20][cH:21][cH:22]2)[cH:3][cH:4][c:5]([C:6]#[N:7])[cH:8][cH:9]1. Reactants: C1=CC=CC=2C3=CC=CC=C3C(C12)COC(=O)N1C[C@@H](C[C@@H](C1)C(N(CC1=CN(C2=CC=CC=C12)CCCOC)C1CC1)=O)NC(=O)OC(C)(C)C ((3R*,5S*)-3-tert-butoxycarbonylamino-5-{cyclopropyl-[1-(3-methoxy-propyl)-1H-indol-3-ylmethyl]-carbamoyl}-piperidine-1-carboxylic acid 9H-fluoren-9-ylmethyl ester), FC(S(=O)(=O)O[Si](C)(C)C)(F)F (trimethylsilyl trifluoromethanesulfonate), C1(CC1)NCC1=CN(C2=CC=CC=C12)CCCOC (cyclopropyl-[1-(3-methoxy-propyl)-1H-indol-3-ylmethyl]-amine), N1=C(C=CC=C1C)C (2,6-lutidine). Run in C(Cl)Cl (CH2Cl2). Conditions: time 2.5 hour. Yields the product C1=CC=CC=2C3=CC=CC=C3C(C12)COC(=O)N1C[C@@H](C[C@@H](C1)C(N(CC1=CN(C2=CC=CC=C12)CCCOC)C1CC1)=O)N ((3R*,5S*)-3-Amino-5-{cyclopropyl-[1-(3-methoxy-propyl)-1H-indol-3-ylmethyl]-carbamoyl}-piperidine-1-carboxylic acid 9H-fluoren-9-ylmethyl ester). Reaction SMILES: [CH:1]1[C:13]2[CH:12]([CH2:14][O:15][C:16]([N:18]3[CH2:23][C@@H:22]([C:24](=[O:44])[N:25]([CH:41]4[CH2:43][CH2:42]4)[CH2:26][C:27]4[C:35]5[C:30](=[CH:31][CH:32]=[CH:33][CH:34]=5)[N:29]([CH2:36][CH2:37][CH2:38][O:39][CH3:40])[CH:28]=4)[CH2:21][C@@H:20]([NH:45]C(OC(C)(C)C)=O)[CH2:19]3)=[O:17])[C:11]3[C:6](=[CH:7][CH:8]=[CH:9][CH:10]=3)[C:5]=2[CH:4]=[CH:3][CH:2]=1.C1(NCC2C3C(=CC=CC=3)N(CCCOC)C=2)CC1.N1C(C)=CC=CC=1C.FC(F)(F)S(O[Si](C)(C)C)(=O)=O>C(Cl)Cl>[CH:10]1[C:11]2[CH:12]([CH2:14][O:15][C:16]([N:18]3[CH2:23][C@@H:22]([C:24](=[O:44])[N:25]([CH:41]4[CH2:43][CH2:42]4)[CH2:26][C:27]4[C:35]5[C:30](=[CH:31][CH:32]=[CH:33][CH:34]=5)[N:29]([CH2:36][CH2:37][CH2:38][O:39][CH3:40])[CH:28]=4)[CH2:21][C@@H:20]([NH2:45])[CH2:19]3)=[O:17])[C:13]3[C:5](=[CH:4][CH:3]=[CH:2][CH:1]=3)[C:6]=2[CH:7]=[CH:8][CH:9]=1. Reported procedure: To a stirred, ice-cooled solution of (3R*,5S*)-3-tert-butoxycarbonylamino-5-{cyclopropyl-[1-(3-methoxy-propyl)-1H-indol-3-ylmethyl]-carbamoyl}-piperidine-1-carboxylic acid 9H-fluoren-9-ylmethyl ester (prepared from cyclopropyl-[1-(3-methoxy-propyl)-1H-indol-3-ylmethyl]-amine analogously as described in Example 59A) (1.2 g, 1.7 mmol) in CH2Cl2 (8 ml), 2,6-lutidine (0.79 mL, 6.8 mmol) is added followed by dropwise addition of trimethylsilyl trifluoromethanesulfonate (0.92 mL, 5.1 mmol). The coolin... Starting materials: F[B-](F)(F)F, NC(=N[N+](=O)[O-])NCCCC(N)C(=O)NCc1ccc(O)cc1, O=C(O)Cc1ccccc1, CN(C)C(On1nnc2ccccc21)=[N+](C)C. The product is NC(=N[N+](=O)[O-])NCCCC(NC(=O)Cc1ccccc1)C(=O)NCc1ccc(O)cc1. As a reaction SMILES: [B-:34]([F:35])([F:36])([F:37])[F:38].[NH2:1][C:2]([NH:3][CH2:4][CH2:5][CH2:6][CH:7]([NH2:8])[C:9](=[O:10])[NH:11][CH2:12][c:13]1[cH:14][cH:15][c:16]([OH:19])[cH:17][cH:18]1)=[N:20][N+:21](=[O:22])[O-:23].[OH:24][C:25](=[O:26])[CH2:27][c:28]1[cH:29][cH:30][cH:31][cH:32][cH:33]1.[n:39]1([O:40][C:41]([N:42]([CH3:43])[CH3:44])=[N+:45]([CH3:46])[CH3:47])[c:48]2[cH:49][cH:50][cH:51][cH:52][c:53]2[n:54][n:55]1>>[NH2:1][C:2]([NH:3][CH2:4][CH2:5][CH2:6][CH:7]([NH:8][C:25](=[O:24])[CH2:27][c:28]1[cH:29][cH:30][cH:31][cH:32][cH:33]1)[C:9](=[O:10])[NH:11][CH2:12][c:13]1[cH:14][cH:15][c:16]([OH:19])[cH:17][cH:18]1)=[N:20][N+:21](=[O:22])[O-:23].